Dataset: the Open Reaction Database (ORD), a public repository of structured organic reaction records. Task: describe an organic reaction: reactants, conditions, products, and yield Run in [OH-].[Na+] (sodium hydroxide). The product is C(=O)(OCC1=CC=CC=C1)NCCCCCCCCCCC(=O)O (N-carbobenzoxy-11-aminoundecanoic acid). Run at temperature 50 celsius, time 2 hour. Isolated yield 71.5%. Starting materials: NCCCCCCCCCCC(=O)O (11-aminoundecanoic acid), C(=O)(OCC1=CC=CC=C1)Cl (carbobenzoxy chloride), Cl (hydrochloric acid). Procedure details: In a 2 N-aqueous solution of sodium hydroxide (500 ml) was dissolved 11-aminoundecanoic acid (30.2 g, 0.15 mol) under mild heating (50° C.). With intense stirring, carbobenzoxy chloride (30.7 g, 0.18 mol) was added in 4 installments over a period of 30 minutes, after which the mixture was stirred for 2 hours. The reaction mixture was cooled with ice, adjusted to pH 2 with 6 N-hydrochloric acid and extracted with ethyl acetate (600 ml). The ethyl acetate layer was washed with water and dried over... As a reaction SMILES: [NH2:1][CH2:2][CH2:3][CH2:4][CH2:5][CH2:6][CH2:7][CH2:8][CH2:9][CH2:10][CH2:11][C:12]([OH:14])=[O:13].[C:15](Cl)([O:17][CH2:18][C:19]1[CH:24]=[CH:23][CH:22]=[CH:21][CH:20]=1)=[O:16].Cl>[OH-].[Na+]>[C:15]([NH:1][CH2:2][CH2:3][CH2:4][CH2:5][CH2:6][CH2:7][CH2:8][CH2:9][CH2:10][CH2:11][C:12]([OH:14])=[O:13])([O:17][CH2:18][C:19]1[CH:24]=[CH:23][CH:22]=[CH:21][CH:20]=1)=[O:16] |f:3.4|. The solvent is N1=CC=CC=C1 (pyridine). Procedure: A stirred solution of 4-fluoro-2-methyl-benzaldehyde (20 g, 144.9 mmol) and malonic acid (30.1 g, 289.8 mmol) in pyridine (100 mL) was heated to 50° C. Piperidine (10 mL) was added and the reaction mixture was heated at 70° C. for 18 h. The reaction mixture was cooled RT and poured into chilled aqueous 1N HCl solution (1500 mL), the resulting precipitate was filtered and washed with petroleum ether 60-80 and dried in vacuo to obtain (E)-3-(4-fluoro-2-methylphenyl)acrylic acid (18 g, 69%) as an o... Reaction conditions: temperature 70 celsius. Reactants: Cl (HCl), FC1=CC(=C(C=O)C=C1)C (4-fluoro-2-methyl-benzaldehyde), C(CC(=O)O)(=O)O (malonic acid), N1CCCCC1 (Piperidine). Yield: 68.9%. Reaction SMILES: [F:1][C:2]1[CH:9]=[CH:8][C:5]([CH:6]=O)=[C:4]([CH3:10])[CH:3]=1.C(O)(=O)[CH2:12][C:13]([OH:15])=[O:14].N1CCCCC1.Cl>N1C=CC=CC=1>[F:1][C:2]1[CH:9]=[CH:8][C:5](/[CH:6]=[CH:12]/[C:13]([OH:15])=[O:14])=[C:4]([CH3:10])[CH:3]=1. Product: FC1=CC(=C(C=C1)/C=C/C(=O)O)C ((E)-3-(4-fluoro-2-methylphenyl)acrylic acid).